The task is: describe an organic reaction: reactants, conditions, products, and yield. This data is from the Open Reaction Database (ORD), a public repository of structured organic reaction records. Reactants: [C-]#N, CC(=O)[O-], CC(=O)O, ClC(Cl)Cl, COc1ccc(Cc2cc(Sc3c(Cl)cc(N)cc3Cl)ccc2OC)cn1, O=N[O-], NC(N)=O, [Na+], [Na+], N#C[Na], O, O=S(=O)(O)O. The product is COc1ccc(Cc2cc(Sc3c(Cl)cc(C#N)cc3Cl)ccc2OC)cn1. RXN SMILES: [C-:36]#[N:37].[CH3:42][C:43](=[O:44])[O-:45].[CH3:47][C:48](=[O:49])[OH:50].[CH:56]([Cl:57])([Cl:58])[Cl:59].[Cl:5][c:6]1[cH:7][c:8]([NH2:9])[cH:10][c:11]([Cl:31])[c:12]1[S:13][c:14]1[cH:15][c:16]([CH2:22][c:23]2[cH:24][n:25][c:26]([O:29][CH3:30])[cH:27][cH:28]2)[c:17]([O:20][CH3:21])[cH:18][cH:19]1.[N:1]([O-:2])=[O:3].[NH2:32][C:33](=[O:34])[NH2:35].[Na+:41].[Na+:4].[Na:38][C:39]#[N:40].[OH2:46].[S:51](=[O:52])(=[O:53])([OH:54])[OH:55]>>[Cl:5][c:6]1[cH:7][c:8]([C:33]#[N:32])[cH:10][c:11]([Cl:31])[c:12]1[S:13][c:14]1[cH:15][c:16]([CH2:22][c:23]2[cH:24][n:25][c:26]([O:29][CH3:30])[cH:27][cH:28]2)[c:17]([O:20][CH3:21])[cH:18][cH:19]1. The reactants are CCOC(=O)CN, CC#N, CCN(C(C)C)C(C)C, Cl, [F-], O=[N+]([O-])c1cccc(F)c1F, [K+], C1COCCOCCOCCOCCOCCO1. The product is CCOC(=O)CNc1c(F)cccc1[N+](=O)[O-]. As a reaction SMILES: [CH2:13]([CH3:14])[O:15][C:16]([CH2:17][NH2:18])=[O:19].[CH3:49][C:50]#[N:51].[CH:40]([N:41]([CH:42]([CH3:43])[CH3:44])[CH2:45][CH3:46])([CH3:47])[CH3:48].[ClH:12].[F-:20].[F:1][c:2]1[c:3]([F:11])[c:4]([N+:8](=[O:9])[O-:10])[cH:5][cH:6][cH:7]1.[K+:21].[O:22]1[CH2:23][CH2:24][O:25][CH2:26][CH2:27][O:28][CH2:29][CH2:30][O:31][CH2:32][CH2:33][O:34][CH2:35][CH2:36][O:37][CH2:38][CH2:39]1>>[F:1][c:2]1[c:3]([NH:18][CH2:17][C:16]([O:15][CH2:13][CH3:14])=[O:19])[c:4]([N+:8](=[O:9])[O-:10])[cH:5][cH:6][cH:7]1. RXN SMILES: [C:1]1([C:7]#[C:8][C:9]2[N:13]3[CH:14]=[CH:15][CH:16]=[CH:17][C:12]3=[N:11][C:10]=2[CH2:18]O)[CH:6]=[CH:5][CH:4]=[CH:3][CH:2]=1.S(Cl)([Cl:22])=O>ClCCl>[Cl:22][CH2:18][C:10]1[N:11]=[C:12]2[CH:17]=[CH:16][CH:15]=[CH:14][N:13]2[C:9]=1[C:8]#[C:7][C:1]1[CH:6]=[CH:5][CH:4]=[CH:3][CH:2]=1. Starting materials: C1(=CC=CC=C1)C#CC1=C(N=C2N1C=CC=C2)CO ((3-(phenyl-ethynyl)imidazo[1,2-a]pyridin-2-yl) methanol), S(=O)(Cl)Cl (thionyl chloride). Run in ClCCl (dichloromethane). The yield is 97.2%. Yields the product ClCC=1N=C2N(C=CC=C2)C1C#CC1=CC=CC=C1 (2-(chloromethyl)-3-(phenyl ethynyl)imidazo[1,2-a]pyridine). Procedure: 0.238 g (0.949 mmol) of (3-(phenyl-ethynyl)imidazo[1,2-a]pyridin-2-yl) methanol were dissolved in 5 ml of dichloromethane with magnetic stirring and then 0.346 ml (4.75 mmol) of thionyl chloride were added. The mixture was stirred at r.t. for 2 h before being concentrated in vacuo. The residue was taken up into 20 ml of a mixture consisting of ethyl acetate and of a saturated NaHCO3 aqueous solution (1/1, v/v). After separation, the aqueous phase was extracted with 10 ml of ethyl acetate. The co... Reactants: FC(C=1C=C(C=CC1)C=1N=CN(C1)COCC[Si](C)(C)C)(F)F (4-(3-Trifluoromethyl-phenyl)-1-(2-trimethylsilanyl-ethoxymethyl)-1H-imidazole), C(CCC)[Li] (n-Butyl Lithium), O1CCCC1 (Tetrahydrofuran), C(C)(C)(C)OC(=O)N1CCC(CC1)=O (N-T-Butoxycarbonyl-4-piperidone). Run in C(Cl)Cl (CH2Cl2). Run at temperature -78 celsius, time 30 minute. Yields the product C(C)(C)(C)OC(=O)N1CCC(CC1)(C=1N(C=C(N1)C1=CC(=CC=C1)C(F)(F)F)COCC[Si](C)(C)C)O (4-Hydroxy-4-[4-(3-trifluoromethyl-phenyl)-1-(2-trimethylsilanyl-ethoxymethyl)-1H-imidazol-2-yl]piperidine-1-carboxylic acid tert-butyl ester). Isolated yield 79.0%. RXN SMILES: [F:1][C:2]([F:23])([F:22])[C:3]1[CH:4]=[C:5]([C:9]2[N:10]=[CH:11][N:12]([CH2:14][O:15][CH2:16][CH2:17][Si:18]([CH3:21])([CH3:20])[CH3:19])[CH:13]=2)[CH:6]=[CH:7][CH:8]=1.C([Li])CCC.O1CCCC1.[C:34]([O:38][C:39]([N:41]1[CH2:46][CH2:45][C:44](=[O:47])[CH2:43][CH2:42]1)=[O:40])([CH3:37])([CH3:36])[CH3:35]>C(Cl)Cl>[C:34]([O:38][C:39]([N:41]1[CH2:46][CH2:45][C:44]([OH:47])([C:11]2[N:12]([CH2:14][O:15][CH2:16][CH2:17][Si:18]([CH3:19])([CH3:20])[CH3:21])[CH:13]=[C:9]([C:5]3[CH:6]=[CH:7][CH:8]=[C:3]([C:2]([F:22])([F:1])[F:23])[CH:4]=3)[N:10]=2)[CH2:43][CH2:42]1)=[O:40])([CH3:37])([CH3:35])[CH3:36]. Reported procedure: To a 100 mL round bottom flask (fitted with cooling bath, stir bar and nitrogen blanket) add 4-(3-Trifluoromethyl-phenyl)-1-(2-trimethylsilanyl-ethoxymethyl)-1H-imidazole (0.995 g; 1.00 equiv; 2.91 mmoles; 995.00 mg), n-Butyl Lithium (2.8 mL; 1.54 equiv; 4.48 mmoles; 2.80 mL; 1.90 g), and Tetrahydrofuran (30 mL; 368.66 mmoles; 30.00 mL; 26.58 g) and cool the mixture to −78° C. with stirring on and hold for 30 min. Add N-T-Butoxycarbonyl-4-piperidone (0.706 g; 1.22 equiv; 3.54 mmoles; 706.00 mg) ... Reactants: NC1=C(C(=NC=N1)N[C@@H](C)C1=NC2=CC=CC(=C2C(N1C1=CC=CC=C1)=O)Cl)I ((S)-2-(1-(6-amino-5-iodopyrimidin-4-ylamino)ethyl)-5-chloro-3-phenylquinazolin-4(3H)-one), TEA, C1(=CC=CC=C1)C#C (phenylacetylene). Reagents/catalysts: Cl[Pd]([P](C1=CC=CC=C1)(C2=CC=CC=C2)C3=CC=CC=C3)([P](C4=CC=CC=C4)(C5=CC=CC=C5)C6=CC=CC=C6)Cl (Pd(PPh3)2Cl2), [Cu]I (CuI). Solvent: C1CCOC1 (THF). Conditions: temperature 70 celsius, time 2 hour. The product is NC1=C(C(=NC=N1)N[C@@H](C)C1=NC2=CC=CC(=C2C(N1C1=CC=CC=C1)=O)Cl)C#CC1=CC=CC=C1 ((S)-2-(1-(6-amino-5-(phenylethynyl)pyrimidin-4-ylamino)ethyl)-5-chloro-3-phenylquinazolin-4(3H)-one). As a reaction SMILES: [NH2:1][C:2]1[N:7]=[CH:6][N:5]=[C:4]([NH:8][C@H:9]([C:11]2[N:20]([C:21]3[CH:26]=[CH:25][CH:24]=[CH:23][CH:22]=3)[C:19](=[O:27])[C:18]3[C:13](=[CH:14][CH:15]=[CH:16][C:17]=3[Cl:28])[N:12]=2)[CH3:10])[C:3]=1I.[C:30]1([C:36]#[CH:37])[CH:35]=[CH:34][CH:33]=[CH:32][CH:31]=1>C1COCC1.Cl[Pd](Cl)([P](C1C=CC=CC=1)(C1C=CC=CC=1)C1C=CC=CC=1)[P](C1C=CC=CC=1)(C1C=CC=CC=1)C1C=CC=CC=1.[Cu]I>[NH2:1][C:2]1[N:7]=[CH:6][N:5]=[C:4]([NH:8][C@H:9]([C:11]2[N:20]([C:21]3[CH:26]=[CH:25][CH:24]=[CH:23][CH:22]=3)[C:19](=[O:27])[C:18]3[C:13](=[CH:14][CH:15]=[CH:16][C:17]=3[Cl:28])[N:12]=2)[CH3:10])[C:3]=1[C:37]#[C:36][C:30]1[CH:35]=[CH:34][CH:33]=[CH:32][CH:31]=1 |^1:45,64|. Procedure details: To (S)-2-(1-(6-amino-5-iodopyrimidin-4-ylamino)ethyl)-5-chloro-3-phenylquinazolin-4(3H)-one (58 mg, 0.11 mmol) (prepared according to the procedure in Example 5A) in THF (5 mL) was added Pd(PPh3)2Cl2 (2 mg, 2.5%), CuI (1 mg, 5%), TEA (0.1 mL, 0.16 mmol), and phenylacetylene (20 mg 0.16 mmol). After stirring at 70° C. for 2 hours, the solvent was stripped. The residue was purified on silica with 0 to 10% MeOH in DCM to give material that required further purification. Purification on silica with ... Starting materials: CO, [H][H], CC(C)(C)OC(=O)NC(C[N+](=O)[O-])c1cccc(C(F)(F)F)c1. Product: CC(C)(C)OC(=O)NC(CN)c1cccc(C(F)(F)F)c1. As a reaction SMILES: [CH3:26][OH:27].[H:24][H:25].[N+:1]([O-:2])(=[O:3])[CH2:4][CH:5]([c:6]1[cH:7][c:8]([C:12]([F:13])([F:14])[F:15])[cH:9][cH:10][cH:11]1)[NH:16][C:17]([O:18][C:19]([CH3:20])([CH3:21])[CH3:22])=[O:23]>>[NH2:1][CH2:4][CH:5]([c:6]1[cH:7][c:8]([C:12]([F:13])([F:14])[F:15])[cH:9][cH:10][cH:11]1)[NH:16][C:17]([O:18][C:19]([CH3:20])([CH3:21])[CH3:22])=[O:23]. Starting materials: C(CC(O)(C(=O)O)CC(=O)O)(=O)O (citric acid), BrCCCC(=O)NC1=NC(=CC(=C1)C(=O)OC(C)(C)C)OC (t-Butyl 2-(4-bromobutyramido)-6-methoxypyridine-4-carboxylate), C1CCC2=NCCCN2CC1 (DBU), C1CCC2=NCCCN2CC1 (DBU). The solvent is O1CCOCC1 (dioxan). Run at time 0.5 hour. The product is COC1=NC(=CC(=C1)C(=O)OC(C)(C)C)N1C(CCC1)=O (t-Butyl 2-methoxy-6-(2-oxopyrrolidin-1-yl)pyridine-4-carboxylate). Yield: 74.7%. As a reaction SMILES: Br[CH2:2][CH2:3][CH2:4][C:5]([NH:7][C:8]1[CH:13]=[C:12]([C:14]([O:16][C:17]([CH3:20])([CH3:19])[CH3:18])=[O:15])[CH:11]=[C:10]([O:21][CH3:22])[N:9]=1)=[O:6].C1CCN2C(=NCCC2)CC1.C(O)(=O)CC(CC(O)=O)(C(O)=O)O>O1CCOCC1>[CH3:22][O:21][C:10]1[CH:11]=[C:12]([C:14]([O:16][C:17]([CH3:20])([CH3:19])[CH3:18])=[O:15])[CH:13]=[C:8]([N:7]2[CH2:2][CH2:3][CH2:4][C:5]2=[O:6])[N:9]=1. Procedure details: t-Butyl 2-(4-bromobutyramido)-6-methoxypyridine-4-carboxylate (D56) (0.47 g) was dissolved in dioxan and treated with DBU (0.31 mL; 1 eq.). After stirring for 0.5 h, further DBU (0.31 mL; 1 eq.) was added. Stirring was continued for 2 h and the mixture was poured into citric acid solution (10% aq.) and extracted twice with ethyl acetate. The combined extracts were washed with aq. bicarbonate, water and brine, dried (MgSO4) and evaporated, giving the title compound (D57) as a beige solid (0.275 g... Starting materials: C1CCOC1, ClCCl, CCC(C)[SH]=P([O-])(Cl)CC, CNS(=O)(=O)N(C)C, [H-], [Na+]. Product: CCC(C)SP(=O)(CC)N(C)S(=O)(=O)N(C)C. As a reaction SMILES: [CH2:21]1[O:22][CH2:23][CH2:24][CH2:25]1.[CH2:26]([Cl:27])[Cl:28].[CH3:11][CH:12]([CH2:13][CH3:14])[SH:15]=[P:16]([O-:17])([Cl:18])[CH2:19][CH3:20].[CH3:3][NH:4][S:5](=[O:6])(=[O:7])[N:8]([CH3:9])[CH3:10].[H-:1].[Na+:2]>>[CH3:3][N:4]([S:5](=[O:6])(=[O:7])[N:8]([CH3:9])[CH3:10])[P:16]([S:15][CH:12]([CH3:11])[CH2:13][CH3:14])(=[O:17])[CH2:19][CH3:20].